describe an organic reaction: reactants, conditions, products, and yield From a dataset of the Open Reaction Database (ORD), a public repository of structured organic reaction records. The reactants are BrC=1C=C2C(NC=3N(C2=CC1)C(=NN3)N(C)C)=O (7-bromo-1-(N,N-dimethylamino)-4H-[1,2,4]triazolo[4,3-a]quinazolin-5-one), C([O-])([O-])=O.[Cs+].[Cs+] (cesium carbonate), Cl.N1=CC(=CC=C1)C=CCCl (3-(3-pyridyl)-allyl chloride hydrochloride). Solvent: COCCOC (1,2-dimethoxyethane). Reaction conditions: temperature 70 celsius, time 15 minute. The product is BrC=1C=C2C(N(C=3N(C2=CC1)C(=NN3)N(C)C)CC=CC=3C=NC=CC3)=O (7-bromo-1-(N,N-dimethylamino)-4-[3-(3-pyridyl)-allyl]-4H-[1,2,4]triazolo[4,3-a]quinazolin-5-one). As a reaction SMILES: [Br:1][C:2]1[CH:3]=[C:4]2[C:9](=[CH:10][CH:11]=1)[N:8]1[C:12]([N:15]([CH3:17])[CH3:16])=[N:13][N:14]=[C:7]1[NH:6][C:5]2=[O:18].C(=O)([O-])[O-].[Cs+].[Cs+].Cl.[N:26]1[CH:31]=[CH:30][CH:29]=[C:28]([CH:32]=[CH:33][CH2:34]Cl)[CH:27]=1>COCCOC>[Br:1][C:2]1[CH:3]=[C:4]2[C:9](=[CH:10][CH:11]=1)[N:8]1[C:12]([N:15]([CH3:16])[CH3:17])=[N:13][N:14]=[C:7]1[N:6]([CH2:34][CH:33]=[CH:32][C:28]1[CH:27]=[N:26][CH:31]=[CH:30][CH:29]=1)[C:5]2=[O:18] |f:1.2.3,4.5|. Reported procedure: In a reactor equipped with magnetic shaker and refrigeration, we resuspend 7.4 g (0.024 mol) of 7-bromo-1-(N,N-dimethylamino)-4H-[1,2,4]triazolo[4,3-a]quinazolin-5-one in 200 ml de 1,2-dimethoxyethane then we shake. We add 17.0 g (0.052 mol) of cesium carbonate then shake at ambient temperature for 15 minutes. 4.5 g (0.024 mol) of 3-(3-pyridyl)-allyl chloride hydrochloride are then added by fraction, then the mixture is heated to 70° C., under shaking, for 3 hours. The solvent is evaporated unde... Reactants: COC1=C(C=C(C=C1)C1=NOC(=C1)C1=CC(=C(C(=C1)OC)OC)OC)O (2-methoxy-5-(5-(3,4,5-trimethoxyphenyl)isoxazol-3-yl)phenol), C([O-])([O-])=O.[K+].[K+] (potassium carbonate), BrCCCCCOC1=C(C=C(C=C1)C1NC2=CC=CC=C2C(N1)=O)OC (2-[4-(5-Bromo-pentyloxy)-3-methoxy-phenyl]-2,3-dihydro-1H-quinazolin-4-one), ice. The solvent is CN(C)C=O (DMF), C(C)(=O)OCC.CCCCCC (ethyl acetate hexane). Conditions: temperature 30 celsius, time 30 hour. Product: COC=1C=C(C=CC1OCCCCCOC1=C(C=CC(=C1)C1=NOC(=C1)C1=CC(=C(C(=C1)OC)OC)OC)OC)C1NC2=CC=CC=C2C(N1)=O (2-(3-methoxy-4-(5-(2-methoxy-5-(5-(3,4,5-trimethoxyphenyl)isoxazol-3-yl)phenoxy)pentyloxy)phenyl)-2,3-dihydroquinazolin-4(1H)-one). The yield is 78.5%. Reaction SMILES: [CH3:1][O:2][C:3]1[CH:8]=[CH:7][C:6]([C:9]2[CH:13]=[C:12]([C:14]3[CH:19]=[C:18]([O:20][CH3:21])[C:17]([O:22][CH3:23])=[C:16]([O:24][CH3:25])[CH:15]=3)[O:11][N:10]=2)=[CH:5][C:4]=1[OH:26].C(=O)([O-])[O-].[K+].[K+].Br[CH2:34][CH2:35][CH2:36][CH2:37][CH2:38][O:39][C:40]1[CH:45]=[CH:44][C:43]([CH:46]2[NH:55][C:54](=[O:56])[C:53]3[C:48](=[CH:49][CH:50]=[CH:51][CH:52]=3)[NH:47]2)=[CH:42][C:41]=1[O:57][CH3:58]>CN(C=O)C.C(OCC)(=O)C.CCCCCC>[CH3:58][O:57][C:41]1[CH:42]=[C:43]([CH:46]2[NH:55][C:54](=[O:56])[C:53]3[C:48](=[CH:49][CH:50]=[CH:51][CH:52]=3)[NH:47]2)[CH:44]=[CH:45][C:40]=1[O:39][CH2:38][CH2:37][CH2:36][CH2:35][CH2:34][O:26][C:4]1[CH:5]=[C:6]([C:9]2[CH:13]=[C:12]([C:14]3[CH:19]=[C:18]([O:20][CH3:21])[C:17]([O:22][CH3:23])=[C:16]([O:24][CH3:25])[CH:15]=3)[O:11][N:10]=2)[CH:7]=[CH:8][C:3]=1[O:2][CH3:1] |f:1.2.3,6.7|. Procedure: 2-methoxy-5-(5-(3,4,5-trimethoxyphenyl)isoxazol-3-yl)phenol (20a) (357.36 mg 1.0 mmol) in DMF (20 mL) was added anhydrous potassium carbonate (690 mg, 5.0 mmol) and 2-[4-(5-Bromo-pentyloxy)-3-methoxy-phenyl]-2,3-dihydro-1H-quinazolin-4-one (2d) (419.29 mg, 1.0 mmol). The reaction mixture was stirred at a temperature of 30° C. for 30 h and the reaction was monitored by TLC using ethyl acetate-hexane (6:4) as a solvent system. Then to this ice is added and extracted with ethyl acetate. The solvent... The reactants are CNC[C@@H]([C@H]([C@H]([C@@H](CO)O)O)O)O (N-methyl-(2 (S),3 (R),4 (S),5 (R),6-pentahydroxy-hexyl)-amine), C(#N)C1=CNC2=CC=C(C=C12)CCNC(C1=CC=C(C=C1)C1=NC(=NC=C1)Cl)=O (N-[2-(3-Cyano-1H-indol-5-yl)-ethyl]-4-[2-chloro-pyrimidin-4-yl]-benzamide). Yields the product C(#N)C1=CNC2=CC=C(C=C12)CCNC(C1=CC=C(C=C1)C1=NC(=NC=C1)N(C[C@@H]([C@H]([C@H]([C@@H](CO)O)O)O)O)C)=O (N-[2-(3-Cyano-1H-indol-5-yl)-ethyl]-4-{2-[methyl-(2 (S),3 (R),4 (S),5 (R),6-pentahydroxy-hexyl)-amino]-pyrimidin-4-yl}-benzamide). Reaction SMILES: [CH3:1][NH:2][CH2:3][C@H:4]([OH:13])[C@@H:5]([OH:12])[C@@H:6]([OH:11])[C@H:7]([OH:10])[CH2:8][OH:9].[C:14]([C:16]1[C:24]2[C:19](=[CH:20][CH:21]=[C:22]([CH2:25][CH2:26][NH:27][C:28](=[O:42])[C:29]3[CH:34]=[CH:33][C:32]([C:35]4[CH:40]=[CH:39][N:38]=[C:37](Cl)[N:36]=4)=[CH:31][CH:30]=3)[CH:23]=2)[NH:18][CH:17]=1)#[N:15]>>[C:14]([C:16]1[C:24]2[C:19](=[CH:20][CH:21]=[C:22]([CH2:25][CH2:26][NH:27][C:28](=[O:42])[C:29]3[CH:34]=[CH:33][C:32]([C:35]4[CH:40]=[CH:39][N:38]=[C:37]([N:2]([CH3:1])[CH2:3][C@H:4]([OH:13])[C@@H:5]([OH:12])[C@@H:6]([OH:11])[C@H:7]([OH:10])[CH2:8][OH:9])[N:36]=4)=[CH:31][CH:30]=3)[CH:23]=2)[NH:18][CH:17]=1)#[N:15]. Procedure details: Using N-methyl-(2 (S),3 (R),4 (S),5 (R),6-pentahydroxy-hexyl)-amine and N-[2-(3-Cyano-1H-indol-5-yl)-ethyl]-4-[2-chloro-pyrimidin-4-yl]-benzamide (reference example 1az) as substrates. The reactants are [OH-].[Li+] (lithium hydroxide), C(=O)=O (carbon dioxide), FS(=O)(=O)C(F)(F)C(F)(F)C(F)(F)C(F)(F)OCC1=CC=CC=C1 (FSO2(CF2)4OCH2C6H5), [OH-].[Li+] (lithium hydroxide), [OH-] (hydroxide). The solvent is CO (methanol). Reaction conditions: temperature 75 celsius. The product is S(=O)(=O)(O[Li])C(F)(F)C(F)(F)C(F)(F)C(F)(F)OCC1=CC=CC=C1 (LiO3S(CF2)4OCH2C6H5). As a reaction SMILES: F[S:2]([C:5]([C:8]([C:11]([C:14]([O:17][CH2:18][C:19]1[CH:24]=[CH:23][CH:22]=[CH:21][CH:20]=1)([F:16])[F:15])([F:13])[F:12])([F:10])[F:9])([F:7])[F:6])(=[O:4])=[O:3].[OH-:25].[Li+:26].[OH-].C(=O)=O>CO>[S:2]([C:5]([C:8]([C:11]([C:14]([O:17][CH2:18][C:19]1[CH:24]=[CH:23][CH:22]=[CH:21][CH:20]=1)([F:16])[F:15])([F:13])[F:12])([F:10])[F:9])([F:7])[F:6])([O:25][Li:26])(=[O:4])=[O:3] |f:1.2|. Reported procedure: FSO2(CF2)4OCH2C6H5 was treated with excess aqueous lithium hydroxide as described in Preparation of Precursor 3 except that the solution was heated at 75° C. for eighteen hours. After neutralization of the excess hydroxide with solid carbon dioxide, it was noted that a lower fluorochemical-containing phase was still present. Additional lithium hydroxide was added as well as about 50 mL of methanol and the reaction mixture heated to 84° C. for an additional eighteen hours. This solution was then ... Reactants: C(C)OC=1C=C(C=C(C1OCC)C=O)NC(OC(C)C)=O (Isopropyl N-(3,4-diethoxy-5-formylphenyl)carbamate), [OH-].[Na+] (sodium hydroxide), Cl.CON (methoxyamine hydrochloride), solution. Run in C(C)O (ethanol). Reaction conditions: time 12 hour. Product: C(C)OC=1C=C(C=C(C1OCC)C=NOC)NC(OC(C)C)=O (isopropyl N-(3,4-diethoxy-5-methoxyiminomethylphenyl)carbamate). The yield is 93.0%. Reaction SMILES: [CH2:1]([O:3][C:4]1[CH:5]=[C:6]([NH:15][C:16](=[O:21])[O:17][CH:18]([CH3:20])[CH3:19])[CH:7]=[C:8]([CH:13]=O)[C:9]=1[O:10][CH2:11][CH3:12])[CH3:2].[OH-].[Na+].Cl.[CH3:25][O:26][NH2:27]>C(O)C>[CH2:1]([O:3][C:4]1[CH:5]=[C:6]([NH:15][C:16](=[O:21])[O:17][CH:18]([CH3:20])[CH3:19])[CH:7]=[C:8]([CH:13]=[N:27][O:26][CH3:25])[C:9]=1[O:10][CH2:11][CH3:12])[CH3:2] |f:1.2,3.4|. Reported procedure: Isopropyl N-(3,4-diethoxy-5-formylphenyl)carbamate (0.6 g) was dissolved in ethanol (20 ml). To the solution was added an aqueous solution (10 ml) containing sodium hydroxide (0.32 g) and methoxyamine hydrochloride (0.66 g). After being allowed to stand for 12 hours, the reaction mixture was concentrated in vacuo, and the residue was dissolved in ethyl acetate. The resultant solution was washed with water, dried over magnesium sulfate and concentrated under reduced pressure. The residue was wash...